This data is from the Open Reaction Database (ORD), a public repository of structured organic reaction records. The task is: describe an organic reaction: reactants, conditions, products, and yield The reactants are N1=CNC(C=C1)=O (4(3H)-pyrimidone), CC1(C2C(C=3C=NC=CC3O1)O2)C (3,4-dihydro-2,2-dimethyl-3,4-epoxy-2H-pyrano[3,2-c]pyridine). Yields the product CC1([C@H]([C@@H](C=2C=NC=CC2O1)N1C=NC(C=C1)=O)O)C (Trans-3,4-Dihydro-2,2-dimethyl-4-(4(1H)-pyrimidinon-1-yl)-2H-pyrano[3,2-c]pyridine-3-ol). Reaction SMILES: [N:1]1[CH:6]=[CH:5][C:4](=[O:7])[NH:3][CH:2]=1.[CH3:8][C:9]1([CH3:20])[O:18][C:17]2[CH:16]=[CH:15][N:14]=[CH:13][C:12]=2[CH:11]2[O:19][CH:10]12>>[CH3:8][C:9]1([CH3:20])[O:18][C:17]2[CH:16]=[CH:15][N:14]=[CH:13][C:12]=2[C@@H:11]([N:1]2[CH:6]=[CH:5][C:4](=[O:7])[N:3]=[CH:2]2)[C@@H:10]1[OH:19]. Procedure: This example was also prepared by heating an equimolar mixture of 4(3H)-pyrimidone and 3,4-dihydro-2,2-dimethyl-3,4-epoxy-2H-pyrano[3,2-c]pyridine at 60° C. for 1 hour followed by chromatography as above. The reactants are CC1(C)OCC(C(c2cccs2)n2ccc3ccccc32)O1, CO, CCOC(C)=O, O=S(=O)(O)c1ccccc1. Yields the product OCC(O)C(c1cccs1)n1ccc2ccccc21. RXN SMILES: [CH3:1][C:2]1([CH3:22])[O:3][CH2:4][CH:5]([CH:7]([n:8]2[cH:9][cH:10][c:11]3[cH:12][cH:13][cH:14][cH:15][c:16]23)[c:17]2[s:18][cH:19][cH:20][cH:21]2)[O:6]1.[CH3:33][OH:34].[CH3:35][CH2:36][O:37][C:38](=[O:39])[CH3:40].[c:23]1([S:24]([OH:25])(=[O:26])=[O:27])[cH:28][cH:29][cH:30][cH:31][cH:32]1>>[OH:3][CH2:4][CH:5]([OH:6])[CH:7]([n:8]1[cH:9][cH:10][c:11]2[cH:12][cH:13][cH:14][cH:15][c:16]12)[c:17]1[s:18][cH:19][cH:20][cH:21]1. Starting materials: CS(C)=O, CCOC(C)=O, COCCOCOc1cccc(CO)c1, Clc1ccc2ccccc2n1, [H-], [Na+]. Product: COCCOCOc1cccc(COc2ccc3ccccc3n2)c1. As a reaction SMILES: [CH3:29][S:30]([CH3:31])=[O:32].[CH3:33][CH2:34][O:35][C:36]([CH3:37])=[O:38].[CH3:3][O:4][CH2:5][CH2:6][O:7][CH2:8][O:9][c:10]1[cH:11][c:12]([CH2:16][OH:17])[cH:13][cH:14][cH:15]1.[Cl:18][c:19]1[n:20][c:21]2[cH:22][cH:23][cH:24][cH:25][c:26]2[cH:27][cH:28]1.[H-:2].[Na+:1]>>[CH3:3][O:4][CH2:5][CH2:6][O:7][CH2:8][O:9][c:10]1[cH:11][c:12]([CH2:16][O:17][c:19]2[n:20][c:21]3[cH:22][cH:23][cH:24][cH:25][c:26]3[cH:27][cH:28]2)[cH:13][cH:14][cH:15]1. Starting materials: C1(=CC=CC=C1)C(OC1CCN(CC1)CCCN)C1=CC=CC=C1 (4-(diphenylmethoxy)-1-piperidinepropaneamine), ClC=1C=CC=2N(N1)N=C(N2)C(=O)O ((6-chloro[1,2,4]triazolo[1,5-b]pyridazin-2-yl)carboxylic acid). The product is C1(=CC=CC=C1)C(OC1CCN(CC1)CCCNC=1C=CC=2N(N1)N=C(N2)C(=O)O)C2=CC=CC=C2 ([6-[3-[4-(diphenylmethoxy)piperidino]propylamino][1,2,4]triazolo[1,5-b]pyridazin-2-yl]carboxylic acid). Isolated yield 34.2%. Reaction SMILES: [C:1]1([CH:7]([C:19]2[CH:24]=[CH:23][CH:22]=[CH:21][CH:20]=2)[O:8][CH:9]2[CH2:14][CH2:13][N:12]([CH2:15][CH2:16][CH2:17][NH2:18])[CH2:11][CH2:10]2)[CH:6]=[CH:5][CH:4]=[CH:3][CH:2]=1.Cl[C:26]1[CH:27]=[CH:28][C:29]2[N:30]([N:32]=[C:33]([C:35]([OH:37])=[O:36])[N:34]=2)[N:31]=1>>[C:19]1([CH:7]([C:1]2[CH:2]=[CH:3][CH:4]=[CH:5][CH:6]=2)[O:8][CH:9]2[CH2:14][CH2:13][N:12]([CH2:15][CH2:16][CH2:17][NH:18][C:26]3[CH:27]=[CH:28][C:29]4[N:30]([N:32]=[C:33]([C:35]([OH:37])=[O:36])[N:34]=4)[N:31]=3)[CH2:11][CH2:10]2)[CH:24]=[CH:23][CH:22]=[CH:21][CH:20]=1. Procedure details: 2.33 g of 4-(diphenylmethoxy)-1-piperidinepropaneamine and 714 mg of (6-chloro[1,2,4]triazolo[1,5-b]pyridazin-2-yl)carboxylic acid were stirred at 175° C. for 30 minutes. After cooling, the reaction mixture was crystallized by the addition of water-ethyl acetate-ethanol (2:2:1), collected by filtration, washed with water-ethyl acetate-ethyl ether (2:1:2) and dried to yield 598 mg of the title compound. Reactants: O (water), C(C)OC1=CC=C(N=N1)C(=O)O (6-ethoxy-pyridazine-3-carboxylic acid), C1=CN(C=N1)C(=O)N2C=CN=C2 (CDI), Cl.NCC=1C=C2C(N(C(C2=CC1)=O)C1(C(NC(CC1)=O)=O)C)=O (5-Aminomethyl-2-(3-methyl-2,6-dioxo-piperidin-3-yl)-isoindole-1,3-dione hydrochloride). Solvent: CN(C=O)C (N,N-dimethylformamide). Run at temperature 40 celsius, time 1 hour. The product is CC1(C(NC(CC1)=O)=O)N1C(C2=CC=C(C=C2C1=O)CNC(=O)C=1N=NC(=CC1)OCC)=O (6-ethoxy-pyridazine-3-carboxylic acid [2-(3-methyl-2,6-dioxo-piperidin-3-yl)-1,3-dioxo-2,3-dihydro-1H-isoindol-5-ylmethyl]-amide). Isolated yield 59.8%. As a reaction SMILES: [CH2:1]([O:3][C:4]1[N:9]=[N:8][C:7]([C:10]([OH:12])=O)=[CH:6][CH:5]=1)[CH3:2].C1N=CN(C(N2C=NC=C2)=O)C=1.Cl.[NH2:26][CH2:27][C:28]1[CH:29]=[C:30]2[C:34](=[CH:35][CH:36]=1)[C:33](=[O:37])[N:32]([C:38]1([CH3:46])[CH2:43][CH2:42][C:41](=[O:44])[NH:40][C:39]1=[O:45])[C:31]2=[O:47].O>CN(C)C=O>[CH3:46][C:38]1([N:32]2[C:31](=[O:47])[C:30]3[C:34](=[CH:35][CH:36]=[C:28]([CH2:27][NH:26][C:10]([C:7]4[N:8]=[N:9][C:4]([O:3][CH2:1][CH3:2])=[CH:5][CH:6]=4)=[O:12])[CH:29]=3)[C:33]2=[O:37])[CH2:43][CH2:42][C:41](=[O:44])[NH:40][C:39]1=[O:45] |f:2.3|. Procedure: A stirred mixture of 6-ethoxy-pyridazine-3-carboxylic acid (0.34 g, 2.00 mmol) and CDI (0.36 g, 2.20 mmol) in N,N-dimethylformamide (20 mL) was heated to 40° C. under nitrogen. After 1 h, 5-Aminomethyl-2-(3-methyl-2,6-dioxo-piperidin-3-yl)-isoindole-1,3-dione hydrochloride (0.68 g, 2.00 mmol) was added and the mixture was heated at 40° C. for 1.5 h. The mixture was cooled to rt and water (40 mL) was added. After 1 h, the product was isolated by filtration, washed with water (10 mL) and dried in ... Reactants: C1(=CC=C(C=C1)S(=O)(=O)[O-])C.[NH+]1=CC=CC=C1 (Pyridinium p-toluene sulfonate), CO (methanol), [Si](C)(C)(C(C)(C)C)O[C@@H]1CC[C@@]2([C@H](/C=C/[C@@H]([C@H](OC(C1)=O)\C(=C\C=C)\C)C)O[C@@H](O2)C2=CC=CC=C2)C ((2S,3aS,4E,6S,7S,11R,13aR)-11-{[tert-butyl(dimethyl)silyl]oxy}-6,13a-dimethyl-7-[(1E)-1-methylbuta-1,3-dien-1-yl]-2-phenyl-3a,6,7,10,11,12,13,13a-octahydro-9H-[1,3]dioxolo[4,5-f]oxacyclododecin-9-one), O (water). Solvent: C(C)(=O)OCC (ethyl acetate). Reaction conditions: time 4 day. The product is O[C@H]1CC(O[C@@H]([C@H](/C=C/[C@@H]([C@](CC1)(C)O)O)C)\C(=C\C=C)\C)=O ((4R,7R,8S,9E,11S,12S)-4,7,8-trihydroxy-7,11-dimethyl-12-[(1E)-1-methylbuta-1,3-dien-1-yl]-oxacyclododec-9-en-2-one). Yield: 80.6%. As a reaction SMILES: C1(C)C=CC(S([O-])(=O)=O)=CC=1.[NH+]1C=CC=CC=1.CO.[Si]([O:27][C@H:28]1[CH2:39][C:38](=[O:40])[O:37][C@H:36](/[C:41](/[CH3:45])=[CH:42]/[CH:43]=[CH2:44])[C@@H:35]([CH3:46])[CH:34]=[CH:33][C@@H:32]2[O:47][C@H](C3C=CC=CC=3)[O:49][C@:31]2([CH3:56])[CH2:30][CH2:29]1)(C(C)(C)C)(C)C.O>C(OCC)(=O)C>[OH:27][C@@H:28]1[CH2:29][CH2:30][C@:31]([OH:49])([CH3:56])[C@@H:32]([OH:47])[CH:33]=[CH:34][C@H:35]([CH3:46])[C@@H:36](/[C:41](/[CH3:45])=[CH:42]/[CH:43]=[CH2:44])[O:37][C:38](=[O:40])[CH2:39]1 |f:0.1|. Reported procedure: Pyridinium p-toluene sulfonate (68.2 mg, 271 μmol) was added to a methanol (1.22 ml) solution of (2S,3aS,4E,6S,7S,11R,13aR)-11-{[tert-butyl(dimethyl)silyl]oxy}-6,13a-dimethyl-7-[(1E)-1-methylbuta-1,3-dien-1-yl]-2-phenyl-3a,6,7,10,11,12,13,13a-octahydro-9H-[1,3]dioxolo[4,5-f]oxacyclododecin-9-one (36.0 mg, 0.07 mmol) and the reaction solution was stirred at room temperature for four days. Distilled water (1 ml) was added to the reaction solution, and the reaction solution was diluted with ethyl a... The reactants are N([C@@H](CC1=CC=C(C=C1)CNC(=O)OC(C)(C)C)C(=O)N[C@@H](CC(C)C)C(=O)OC)C(=O)OCC1=CC=CC=C1 (Cbz-Phe(4-CH2NHBoc)-Leu-OMe), C(=O)(C(F)(F)F)O (TFA). Solvent: CO (MeOH). The product is N[C@@H](CC1=CC=C(C=C1)CNC(=O)OC(C)(C)C)C(=O)N[C@@H](CC(C)C)C(=O)OC (H-Phe(4-CH2NHBoc)-Leu-OMe). Yield: 103.2%. Reaction SMILES: [NH:1](C(OCC1C=CC=CC=1)=O)[C@H:2]([C:19]([NH:21][C@H:22]([C:27]([O:29][CH3:30])=[O:28])[CH2:23][CH:24]([CH3:26])[CH3:25])=[O:20])[CH2:3][C:4]1[CH:9]=[CH:8][C:7]([CH2:10][NH:11][C:12]([O:14][C:15]([CH3:18])([CH3:17])[CH3:16])=[O:13])=[CH:6][CH:5]=1.C(O)(C(F)(F)F)=O>CO>[NH2:1][C@H:2]([C:19]([NH:21][C@H:22]([C:27]([O:29][CH3:30])=[O:28])[CH2:23][CH:24]([CH3:26])[CH3:25])=[O:20])[CH2:3][C:4]1[CH:5]=[CH:6][C:7]([CH2:10][NH:11][C:12]([O:14][C:15]([CH3:16])([CH3:17])[CH3:18])=[O:13])=[CH:8][CH:9]=1. Procedure details: Cbz-Phe (4-CH2NHBoc)-Leu-OMe 79 (282 mg, 508 μmol) was dissolved in MeOH. TFA (45 μl, 607 μmol, 1.2 equiv.) was added and the mixture was bubbled through with Ar for 20 minutes. 10% Pd/C was added (50 mg) and the flask was filled with an H2 atmosphere for 3 hours. The mixture was filtered over CELITE and concentrated. The residue was dissolved in DCM and sat. aq. NaHCO3 and the aqueous layer was extracted with DCM (3×). The organic layers were dried over Na2SO4 and concentrated to yield the titl...